Dataset: the Open Reaction Database (ORD), a public repository of structured organic reaction records. Task: describe an organic reaction: reactants, conditions, products, and yield Reactants: Cc1nc(OCCCCOS(C)(=O)=O)c([N+](=O)[O-])c(N2CCc3ccccc3CC2)n1, CN(C)C=O, [H-], [Na+], c1nc[nH]n1. Product: Cc1nc(OCCCCn2cncn2)c([N+](=O)[O-])c(N2CCc3ccccc3CC2)n1. RXN SMILES: [CH3:1][c:2]1[n:3][c:4]([N:21]2[CH2:22][CH2:23][c:24]3[c:25]([cH:28][cH:29][cH:30][cH:31]3)[CH2:26][CH2:27]2)[c:5]([N+:18](=[O:19])[O-:20])[c:6]([O:8][CH2:9][CH2:10][CH2:11][CH2:12][O:13][S:14]([CH3:15])(=[O:16])=[O:17])[n:7]1.[CH3:39][N:40]([CH3:41])[CH:42]=[O:43].[H-:37].[Na+:38].[nH:32]1[n:33][cH:34][n:35][cH:36]1>>[CH3:1][c:2]1[n:3][c:4]([N:21]2[CH2:22][CH2:23][c:24]3[c:25]([cH:28][cH:29][cH:30][cH:31]3)[CH2:26][CH2:27]2)[c:5]([N+:18](=[O:19])[O-:20])[c:6]([O:8][CH2:9][CH2:10][CH2:11][CH2:12][n:32]2[n:33][cH:34][n:35][cH:36]2)[n:7]1. The reactants are CC(C)(C)OC(=O)NCC=CCNC(=O)CCCCC(c1ccc(F)cc1)c1ccc(F)cc1, ClCCl, O=C(O)C(F)(F)F. The product is NCC=CCNC(=O)CCCCC(c1ccc(F)cc1)c1ccc(F)cc1. RXN SMILES: [C:1]([O:2][C:3](=[O:4])[NH:7][CH2:8][CH:9]=[CH:10][CH2:11][NH:12][C:13]([CH2:14][CH2:15][CH2:16][CH2:17][CH:18]([c:19]1[cH:20][cH:21][c:22]([F:25])[cH:23][cH:24]1)[c:26]1[cH:27][cH:28][c:29]([F:32])[cH:30][cH:31]1)=[O:33])([CH3:5])([CH3:6])[CH3:34].[Cl:42][CH2:43][Cl:44].[F:35][C:36]([F:37])([F:38])[C:39]([OH:40])=[O:41]>>[NH2:7][CH2:8][CH:9]=[CH:10][CH2:11][NH:12][C:13]([CH2:14][CH2:15][CH2:16][CH2:17][CH:18]([c:19]1[cH:20][cH:21][c:22]([F:25])[cH:23][cH:24]1)[c:26]1[cH:27][cH:28][c:29]([F:32])[cH:30][cH:31]1)=[O:33]. Yields the product N=C(N)C=Cc1ccccc1. Reaction SMILES: [C:1]([CH:2]=[CH:3][c:4]1[cH:5][cH:6][cH:7][cH:8][cH:9]1)#[N:10].[CH3:12][OH:13].[CH3:14][CH2:15][OH:16].[NH3:11]>>[C:1]([CH:2]=[CH:3][c:4]1[cH:5][cH:6][cH:7][cH:8][cH:9]1)([NH2:10])=[NH:11]. Starting materials: N#CC=Cc1ccccc1, CO, CCO, N. Starting materials: CI, COc1ccccc1CN, CO, CCO, NC(=S)Nc1nccs1. Yields the product COc1ccccc1CNC(=N)Nc1nccs1. As a reaction SMILES: [CH3:10][I:11].[CH3:12][O:13][c:14]1[c:15]([CH2:16][NH2:17])[cH:18][cH:19][cH:20][cH:21]1.[CH3:22][OH:23].[CH3:24][CH2:25][OH:26].[s:1]1[c:2]([NH:6][C:7](=[S:8])[NH2:9])[n:3][cH:4][cH:5]1>>[s:1]1[c:2]([NH:6][C:7](=[NH:9])[NH:17][CH2:16][c:15]2[c:14]([O:13][CH3:12])[cH:21][cH:20][cH:19][cH:18]2)[n:3][cH:4][cH:5]1. The reactants are [Cl-], ClCCl, O=C(Cl)C(=O)Cl, Cl, C=[N+]=[N-], O=C(O)C1CCOC1. Yields the product O=C(CCl)C1CCOC1. Reaction SMILES: [Cl-:15].[Cl:20][CH2:21][Cl:22].[Cl:9][C:10]([C:11]([Cl:12])=[O:13])=[O:14].[ClH:19].[N+:16](=[CH2:17])=[N-:18].[O:1]1[CH2:2][CH:3]([C:6](=[O:7])[OH:8])[CH2:4][CH2:5]1>>[O:1]1[CH2:2][CH:3]([C:6](=[O:8])[CH2:10][Cl:9])[CH2:4][CH2:5]1. Reactants: ClC1=CC=C(C=C1)C1=CC=2C(NC=CC2O1)=O (2-(4-chlorophenyl)furo[3,2-c]pyridin-4(5H)-one), C1(CC1)C=1N=C2N(C=C(C=C2)B(O)O)C1C ((2-cyclopropyl-3-methylimidazo[1,2-a]pyridin-6-yl)boronic acid), N1=CC=CC=C1 (pyridine). The reagents and catalysts are C(C)(=O)[O-].[Cu+2].C(C)(=O)[O-] (copper(II) acetate). The solvent is CN(C)C=O (DMF). Conditions: temperature 50 celsius, time 8 hour. Yields the product ClC1=CC=C(C=C1)C1=CC=2C(N(C=CC2O1)C=1C=CC=2N(C1)C(=C(N2)C2CC2)C)=O (2-(4-Chlorophenyl)-5-(2-cyclopropyl-3-methylimidazo[1,2-a]pyridin-6-yl)furo[3,2-c]pyridin-4(5H)-one). The yield is 5.9%. RXN SMILES: [Cl:1][C:2]1[CH:7]=[CH:6][C:5]([C:8]2[O:16][C:15]3[CH:14]=[CH:13][NH:12][C:11](=[O:17])[C:10]=3[CH:9]=2)=[CH:4][CH:3]=1.[CH:18]1([C:21]2[N:22]=[C:23]3[CH:28]=[CH:27][C:26](B(O)O)=[CH:25][N:24]3[C:32]=2[CH3:33])[CH2:20][CH2:19]1.N1C=CC=CC=1>C([O-])(=O)C.[Cu+2].C([O-])(=O)C.CN(C=O)C>[Cl:1][C:2]1[CH:3]=[CH:4][C:5]([C:8]2[O:16][C:15]3[CH:14]=[CH:13][N:12]([C:26]4[CH:27]=[CH:28][C:23]5[N:24]([C:32]([CH3:33])=[C:21]([CH:18]6[CH2:20][CH2:19]6)[N:22]=5)[CH:25]=4)[C:11](=[O:17])[C:10]=3[CH:9]=2)=[CH:6][CH:7]=1 |f:3.4.5|. Procedure: A mixture of 2-(4-chlorophenyl)furo[3,2-c]pyridin-4(5H)-one (100 mg), (2-cyclopropyl-3-methylimidazo[1,2-a]pyridin-6-yl)boronic acid (106 mg), copper(II) acetate (4.99 mg), pyridine (0.066 mL), MS-4A (48.9 mg) and DMF (5.0 mL) was stirred at room temperature for 4 hr and at 50° C. overnight. After filtration of the obtained mixture through Celite, the filtrate was poured into 1 N hydrochloric acid and extracted with ethyl acetate. The obtained organic layer was washed with saturated aqueous sodi...